This data is from the Open Reaction Database (ORD), a public repository of structured organic reaction records. The task is: describe an organic reaction: reactants, conditions, products, and yield The reactants are C1(CC1)C(=O)OC (methyl cyclopropanecarboxylate), ClC1=C(C=O)C=CC=C1 (2-chlorobenzaldehyde), NC1=NNC=C1 (3-aminopyrazole). The product is ClC1=C(C=CC=C1)C1C=2C(NC(=C1C#N)C1CC1)=NNC2 (4-(2-Chlorophenyl)-5-cyano-6-cyclopropyl-4,7-dihydro-2H-pyrazolo[3,4-b]pyridine). RXN SMILES: [CH:1]1([C:4](OC)=O)C[CH2:2]1.[Cl:8][C:9]1[CH:16]=[CH:15][CH:14]=[CH:13][C:10]=1[CH:11]=O.[NH2:17][C:18]1[CH:22]=[CH:21][NH:20][N:19]=1>>[Cl:8][C:9]1[CH:16]=[CH:15][CH:14]=[CH:13][C:10]=1[CH:11]1[C:22]([C:18]#[N:17])=[C:21]([CH:4]2[CH2:1][CH2:2]2)[NH:17][C:18]2=[N:19][NH:20][CH:21]=[C:22]12. Reported procedure: The title compound was prepared from methyl cyclopropanecarboxylate, 2-chlorobenzaldehyde and 3-aminopyrazole in the same manner as in Example 94.